Dataset: the Open Reaction Database (ORD), a public repository of structured organic reaction records. Task: describe an organic reaction: reactants, conditions, products, and yield The reactants are ClCCl, N, N#Cc1cc(CBr)cc(-c2nc(-c3ccccn3)no2)c1. The product is N#Cc1cc(CN)cc(-c2nc(-c3ccccn3)no2)c1. RXN SMILES: [Cl:23][CH2:24][Cl:25].[NH3:22].[n:1]1[c:2](-[c:7]2[n:8][o:9][c:10](-[c:12]3[cH:13][c:14]([CH2:20][Br:21])[cH:15][c:16]([C:18]#[N:19])[cH:17]3)[n:11]2)[cH:3][cH:4][cH:5][cH:6]1>>[n:1]1[c:2](-[c:7]2[n:8][o:9][c:10](-[c:12]3[cH:13][c:14]([CH2:20][NH2:22])[cH:15][c:16]([C:18]#[N:19])[cH:17]3)[n:11]2)[cH:3][cH:4][cH:5][cH:6]1. Starting materials: ClC1=CC=C(C=C1)C=1NC(=CC1C#N)SC(F)(F)F (2-(p-chlorophenyl)-5-[(trifluoromethyl)thio]pyrrole-3-carbonitrile), BrN1C(CCC1=O)=O (N-bromosuccinimide), C(C)(=O)[O-].[Na+] (sodium acetate), BrBr (bromine). Run in O1CCCC1 (tetrahydrofuran), C(C)(=O)O (acetic acid), O (water), CCOCC (ether). Conditions: time 16 hour. Yields the product BrC=1C(=C(NC1SC(F)(F)F)C1=CC=C(C=C1)Cl)C#N (4-Bromo-2-(p-chlorophenyl)-5-[(trifluoromethyl)thio]pyrrole-3-carbonitrile). As a reaction SMILES: [Cl:1][C:2]1[CH:7]=[CH:6][C:5]([C:8]2[NH:9][C:10]([S:15][C:16]([F:19])([F:18])[F:17])=[CH:11][C:12]=2[C:13]#[N:14])=[CH:4][CH:3]=1.[Br:20]N1C(=O)CCC1=O.C([O-])(=O)C.[Na+].BrBr>O1CCCC1.CCOCC.O.C(O)(=O)C>[Br:20][C:11]1[C:12]([C:13]#[N:14])=[C:8]([C:5]2[CH:6]=[CH:7][C:2]([Cl:1])=[CH:3][CH:4]=2)[NH:9][C:10]=1[S:15][C:16]([F:17])([F:19])[F:18] |f:2.3|. Procedure: Under a nitrogen purge, a solution of 2-(p-chlorophenyl)-5-[(trifluoromethyl)thio]pyrrole-3-carbonitrile (0.6 g, 0.002 mol) in tetrahydrofuran is treated with N-bromosuccinimide (0.36 g, 0.002 mol), stirred for 16 hours at room temperature and concentrated in vacuo to obtain a residue. The residue is dissolved in ether and diluted with water. The organic phase is separated, washed with water and brine, dried over anhydrous magnesium sulfate and concentrated in vacuo to obtain a solid. High perfo... The reactants are COC(=O)[C@@H]1CC[C@H](CC1)C1=NC(=C2N1C=CN=C2N)C2=CC=C1C=CC(=NC1=C2)C2=CC=CC=C2 (trans-4-[8-amino-1-(2-phenylquinolin-7-yl)-imidazo[1,5-a]pyrazin-3-yl]-cyclohexanecarboxylic acid methyl ester), [H-].[H-].[H-].[H-].[Li+].[Al+3] (LiAlH4). Solvent: C1CCOC1 (THF), C1CCOC1 (THF). Reaction conditions: time 4 hour. Yields the product NC=1C=2N(C=CN1)C(=NC2C2=CC=C1C=CC(=NC1=C2)C2=CC=CC=C2)[C@@H]2CC[C@H](CC2)CO (trans-{4-[8-Amino-1-(2-phenylquinolin-7-yl)-imidazo[1,5-a]pyrazin-3-yl]-cyclohexyl}-methanol). As a reaction SMILES: C[O:2][C:3]([C@H:5]1[CH2:10][CH2:9][C@H:8]([C:11]2[N:15]3[CH:16]=[CH:17][N:18]=[C:19]([NH2:20])[C:14]3=[C:13]([C:21]3[CH:30]=[C:29]4[C:24]([CH:25]=[CH:26][C:27]([C:31]5[CH:36]=[CH:35][CH:34]=[CH:33][CH:32]=5)=[N:28]4)=[CH:23][CH:22]=3)[N:12]=2)[CH2:7][CH2:6]1)=O.[H-].[H-].[H-].[H-].[Li+].[Al+3]>C1COCC1>[NH2:20][C:19]1[C:14]2[N:15]([C:11]([C@H:8]3[CH2:7][CH2:6][C@H:5]([CH2:3][OH:2])[CH2:10][CH2:9]3)=[N:12][C:13]=2[C:21]2[CH:30]=[C:29]3[C:24]([CH:25]=[CH:26][C:27]([C:31]4[CH:36]=[CH:35][CH:34]=[CH:33][CH:32]=4)=[N:28]3)=[CH:23][CH:22]=2)[CH:16]=[CH:17][N:18]=1 |f:1.2.3.4.5.6|. Procedure: A THF solution (8 mL) of trans-4-[8-amino-1-(2-phenylquinolin-7-yl)-imidazo[1,5-a]pyrazin-3-yl]-cyclohexanecarboxylic acid methyl ester was cooled to −78° C. and charged with 1M LiAlH4 in THF (1.5 mL, 1.5 mmol) dropwise; the reaction vessel was removed from the −78° C. cooling bath and stirred at rt for 4 h. The reaction mixture was charged with EtOAc, Na2SO4.10H2O, and silica gel and concentrated in vacuo to yellow solids. The crude material was purified by silica gel column chromatography [Jon... Starting materials: [H-].[Na+] (sodium hydride), [H-].[Na+] (sodium hydride), CN1C(N(C2=C1C=C1CCC(C(C1=C2)=O)C(=O)OCC)C)=O (ethyl (±)-1,3-dimethyl-2,5-dioxo-2,3,5,6,7,8-hexahydro-1H-naphtho[2,3-d]imidazole-6-carboxylate), BrCCCCl (1-Bromo-3-chloropropane). The solvent is dimethylformamide,and, O (water). Conditions: temperature 60 celsius, time 1 hour. Product: ClCCCC1(C(C2=CC3=C(N(C(N3C)=O)C)C=C2CC1)=O)C(=O)OCC (Ethyl (±)-6-(3-chloropropyl)-1,3-dimethyl-2,5-dioxo-2,3,5,6,7,8-hexahydro-1H-naphtho[2,3-d]imidazole-6-carboxylate). RXN SMILES: [H-].[Na+].[CH3:3][N:4]1[C:8]2[CH:9]=[C:10]3[C:15](=[CH:16][C:7]=2[N:6]([CH3:23])[C:5]1=[O:24])[C:14](=[O:17])[CH:13]([C:18]([O:20][CH2:21][CH3:22])=[O:19])[CH2:12][CH2:11]3.Br[CH2:26][CH2:27][CH2:28][Cl:29]>O>[Cl:29][CH2:28][CH2:27][CH2:26][C:13]1([C:18]([O:20][CH2:21][CH3:22])=[O:19])[CH2:12][CH2:11][C:10]2[C:15](=[CH:16][C:7]3[N:6]([CH3:23])[C:5](=[O:24])[N:4]([CH3:3])[C:8]=3[CH:9]=2)[C:14]1=[O:17] |f:0.1|. Procedure: 60% Oily sodium hydride (832 mg) was added to a solution of ethyl (±)-1,3-dimethyl-2,5-dioxo-2,3,5,6,7,8-hexahydro-1H-naphtho[2,3-d]imidazole-6-carboxylate (5.0 g) obtained in Reference Example 138 in dimethylformamide,and the mixture was stirred at 60° C. for 1 hour. 1-Bromo-3-chloropropane was added thereto, and the mixture was stirred at 60° C. for 4 hours. The reaction mixture was allowed to cool, and water was added to decompose excessive sodium hydride. Then, the mixture was extracted with...